Dataset: the Open Reaction Database (ORD), a public repository of structured organic reaction records. Task: describe an organic reaction: reactants, conditions, products, and yield Starting materials: CN1N=CN=C1C1(CC1)C#N (1-(1-methyl-1H-1,2,4-triazol-5-yl)cyclopropanecarbonitrile), C(C)O (ethanol), [Na] (Sodium), C(C)O (ethanol). Run at temperature 60 celsius, time 30 minute. Yields the product CN1N=CN=C1C1(CC1)C(OCC)=N (Ethyl 1-(1-methyl-1H-1,2,4-triazol-5-yl)cyclopropanecarbimidate). RXN SMILES: [Na].[CH3:2][N:3]1[C:7]([C:8]2([C:11]#[N:12])[CH2:10][CH2:9]2)=[N:6][CH:5]=[N:4]1.[CH2:13]([OH:15])[CH3:14]>>[CH3:2][N:3]1[C:7]([C:8]2([C:11](=[NH:12])[O:15][CH2:13][CH3:14])[CH2:10][CH2:9]2)=[N:6][CH:5]=[N:4]1 |^1:0|. Procedure: Sodium metal (37 mg, 1.61 mmol) was added to anhydrous ethanol (5 mL) at room temperature. The mixture was stirred for 30 min. A solution of 1-(1-methyl-1H-1,2,4-triazol-5-yl)cyclopropanecarbonitrile (0.3 g, 2.0 mmol) in ethanol (5 mL) was added and the reaction mixture was heated to 60° C. for 1 h. The resulting mixture was used without further purification. MS (ES+APCI) (M+H) 195.1. Run in O1CCCC1 (tetrahydrofuran). As a reaction SMILES: [CH3:1][Si:2]([CH3:11])([CH3:10])[C:3]1[O:7][CH:6]=[C:5]([CH:8]=[O:9])[CH:4]=1.[CH2:12]([Mg]Br)[CH2:13][CH2:14][CH2:15][CH2:16][CH2:17][CH2:18][CH2:19][CH2:20][CH2:21][CH2:22][CH3:23]>O1CCCC1>[OH:9][CH:8]([C:5]1[CH:4]=[C:3]([Si:2]([CH3:11])([CH3:10])[CH3:1])[O:7][CH:6]=1)[CH2:23][CH2:22][CH2:21][CH2:20][CH2:19][CH2:18][CH2:17][CH2:16][CH2:15][CH2:14][CH2:13][CH3:12]. The product is OC(CCCCCCCCCCCC)C=1C=C(OC1)[Si](C)(C)C (4-(1-Hydroxytridecyl)-2-trimethylsilylfuran). Conditions: time 2 hour. Procedure details: A solution of 5-trimethylsilyl-3-furaldehyde (0.5 g, 2.97 mmol) in tetrahydrofuran (5 ml) was added to a solution of dodecyl magnesium bromide (5.95 mmol; prepared from 1.48 g dodecyl bromide and 146 mg magnesium turnings in 30 ml tetrahydrofuran) at room temperature. After 2 hours, the mixture was quenched with ammonium chloride solution and extracted thoroughly with ethyl ether. Evaporation of the dried (magnesium sulfate) extracts gave an oil which was flash chromatographed on silica using 10... Starting materials: C[Si](C1=CC(=CO1)C=O)(C)C (5-trimethylsilyl-3-furaldehyde), C(CCCCCCCCCCC)[Mg]Br (dodecyl magnesium bromide). The reactants are C1(=CC=CC=C1)C1=NOC(=C1C(F)(F)F)C(=O)C1C(C2=CC=C(C=C2CC1)C=C)=O (2-(3-phenyl-4-(trifluoromethyl)isoxazole-5-carbonyl)-6-vinyl-3,4-dihydronaphthalen-1(2H)-one), CO (methanol), O.NN (hydrazine hydrate). The solvent is O1CCOCC1 (Dioxane). Conditions: temperature 90 celsius, time 14 hour. Product: C1(=CC=CC=C1)C1=NOC(=C1C(F)(F)F)C=1NN=C2C3=C(CCC12)C=C(C=C3)C=C (3-phenyl-4-(trifluoromethyl)-5-(7-vinyl-4,5-dihydro-2H-benzo[g]indazol-3-yl)isoxazole). The yield is 74.7%. As a reaction SMILES: [C:1]1([C:7]2[C:11]([C:12]([F:15])([F:14])[F:13])=[C:10]([C:16]([CH:18]3[CH2:27][CH2:26][C:25]4[C:20](=[CH:21][CH:22]=[C:23]([CH:28]=[CH2:29])[CH:24]=4)[C:19]3=O)=O)[O:9][N:8]=2)[CH:6]=[CH:5][CH:4]=[CH:3][CH:2]=1.CO.O.[NH2:34][NH2:35]>O1CCOCC1>[C:1]1([C:7]2[C:11]([C:12]([F:13])([F:15])[F:14])=[C:10]([C:16]3[NH:34][N:35]=[C:19]4[C:18]=3[CH2:27][CH2:26][C:25]3[CH:24]=[C:23]([CH:28]=[CH2:29])[CH:22]=[CH:21][C:20]4=3)[O:9][N:8]=2)[CH:2]=[CH:3][CH:4]=[CH:5][CH:6]=1 |f:2.3|. Procedure: To 2-(3-phenyl-4-(trifluoromethyl)isoxazole-5-carbonyl)-6-vinyl-3,4-dihydronaphthalen-1(2H)-one (Preparation 22A, 0.25 g, 0.608 mmol) in a 50 mL round bottom flask was added methanol (2 mL) followed by hydrazine hydrate (0.040 mL, 0.790 mmol) at room temperature. Dioxane (2 mL) was added and the homogenous reaction mixture was heated at 90° C. for 1 h. The reaction mixture was stirred at room temperature for 14 h, concentrated under reduced pressure, azeotroped with methanol (2×10 mL, water bath... Reactants: CCCCCCNCCCCCC, CN(C)C=O, O=C1c2c(Cl)cccc2-n2cnc(-c3noc(CCl)n3)c2C2CCN12. Yields the product CCCCCCN(CCCCCC)Cc1nc(-c2ncn3c2C2CCN2C(=O)c2c(Cl)cccc2-3)no1. As a reaction SMILES: [CH2:26]([CH2:27][CH2:28][CH2:29][CH2:30][CH3:31])[NH:32][CH2:33][CH2:34][CH2:35][CH2:36][CH2:37][CH3:38].[CH3:39][N:40]([CH3:41])[CH:42]=[O:43].[Cl:1][c:2]1[cH:3][cH:4][cH:5][c:6]2[c:7]1[C:8](=[O:25])[N:9]1[CH:10]([c:11]3[n:12]-2[cH:13][n:14][c:15]3-[c:16]2[n:17][o:18][c:19]([CH2:21][Cl:22])[n:20]2)[CH2:23][CH2:24]1>>[Cl:1][c:2]1[cH:3][cH:4][cH:5][c:6]2[c:7]1[C:8](=[O:25])[N:9]1[CH:10]([c:11]3[n:12]-2[cH:13][n:14][c:15]3-[c:16]2[n:17][o:18][c:19]([CH2:21][N:32]([CH2:26][CH2:27][CH2:28][CH2:29][CH2:30][CH3:31])[CH2:33][CH2:34][CH2:35][CH2:36][CH2:37][CH3:38])[n:20]2)[CH2:23][CH2:24]1. The reactants are O=C([O-])O, OCc1c(Cl)cccc1OCc1ccccc1, ClCCl, [Na+], BrP(Br)Br. Product: Clc1cccc(OCc2ccccc2)c1CBr. RXN SMILES: [C:22](=[O:23])([O-:24])[OH:25].[Cl:1][c:2]1[c:3]([CH2:16][OH:17])[c:4]([O:8][CH2:9][c:10]2[cH:11][cH:12][cH:13][cH:14][cH:15]2)[cH:5][cH:6][cH:7]1.[Cl:27][CH2:28][Cl:29].[Na+:26].[P:18]([Br:19])([Br:20])[Br:21]>>[Cl:1][c:2]1[c:3]([CH2:16][Br:19])[c:4]([O:8][CH2:9][c:10]2[cH:11][cH:12][cH:13][cH:14][cH:15]2)[cH:5][cH:6][cH:7]1. The reactants are CCOC(=O)c1nc(-c2ccc(F)cc2)c(CCN2CCC(=Cc3cccc(F)c3)CC2)s1, CCO, N. The product is NC(=O)c1nc(-c2ccc(F)cc2)c(CCN2CCC(=Cc3cccc(F)c3)CC2)s1. As a reaction SMILES: [CH2:1]([O:3][C:4](=[O:2])[c:6]1[s:7][c:8]([CH2:18][CH2:19][N:20]2[CH2:21][CH2:22][C:23](=[CH:26][c:27]3[cH:28][c:29]([F:33])[cH:30][cH:31][cH:32]3)[CH2:24][CH2:25]2)[c:9](-[c:11]2[cH:12][cH:13][c:14]([F:17])[cH:15][cH:16]2)[n:10]1)[CH3:5].[CH3:35][CH2:36][OH:37].[NH3:34]>>[O:3]=[C:4]([c:6]1[s:7][c:8]([CH2:18][CH2:19][N:20]2[CH2:21][CH2:22][C:23](=[CH:26][c:27]3[cH:28][c:29]([F:33])[cH:30][cH:31][cH:32]3)[CH2:24][CH2:25]2)[c:9](-[c:11]2[cH:12][cH:13][c:14]([F:17])[cH:15][cH:16]2)[n:10]1)[NH2:34].